Task: describe an organic reaction: reactants, conditions, products, and yield. Dataset: the Open Reaction Database (ORD), a public repository of structured organic reaction records The reactants are COC=1C=CC2=C(C=CO2)C1 (5-methoxybenzofuran), [I-].[Li+] (lithium iodide), Cl (hydrochloric acid). Solvent: N1=C(C=C(C=C1C)C)C (collidine). Yields the product OC=1C=CC2=C(C=CO2)C1 (5-hydroxybenzofuran). Isolated yield 49.1%. RXN SMILES: C[O:2][C:3]1[CH:4]=[CH:5][C:6]2[O:10][CH:9]=[CH:8][C:7]=2[CH:11]=1.[I-].[Li+].Cl>N1C(C)=CC(C)=CC=1C>[OH:2][C:3]1[CH:4]=[CH:5][C:6]2[O:10][CH:9]=[CH:8][C:7]=2[CH:11]=1 |f:1.2|. Procedure details: To a solution of 5-methoxybenzofuran (3.6 g) in collidine (20 ml) was added lithium iodide (6.5 g), and the mixture was refluxed, under argon atmosphere, overnight, cooled, made acidic (pH=4) with hydrochloric acid and extracted with ethyl acetate (three times). The organic layer was washed with 1N hydrochloric acid (twice) and then washed with water and saturated brine, and dried with magnesium sulfate. Under reduced pressure, the solvent was evaporated, and the residue was purified with silica... The reactants are OC(C#CC1=CC=CC=C1)(C)C1CCN(CC1)C(=O)OC(C)(C)C (tert-Butyl 4-(1-hydroxy-1-methyl-3-phenylprop-2-ynyl)piperidine-1-carboxylate), CC[N+](CC)(CC)S(=O)(=O)N=C([O-])OC (Burgess' reagent). Reaction conditions: temperature 60 celsius. Procedure details: A well homogenised mixture of Compound 253a (0.3 g, 0.911 mmol) and Burgess' reagent (Methyl N-(triethylammoniumsulphonyl)carbamate) (0.35 g, 1.49 mmol) was heated at 60° C. for 2 h. Afterwards, the reaction mixture was cooled, poured into water and extracted with EtOAc. The combined organic layers were washed with brine, dried on Na2SO4 and evaporated to dryness in vacuo to afford a residue, which was purified by automated flash liquid chromatography (Horizon™-Biotage) eluting with Petroleum Et... RXN SMILES: O[C:2]([CH:12]1[CH2:17][CH2:16][N:15]([C:18]([O:20][C:21]([CH3:24])([CH3:23])[CH3:22])=[O:19])[CH2:14][CH2:13]1)([CH3:11])[C:3]#[C:4][C:5]1[CH:10]=[CH:9][CH:8]=[CH:7][CH:6]=1.CC[N+](S(N=C(OC)[O-])(=O)=O)(CC)CC>O>[CH2:11]=[C:2]([CH:12]1[CH2:13][CH2:14][N:15]([C:18]([O:20][C:21]([CH3:24])([CH3:23])[CH3:22])=[O:19])[CH2:16][CH2:17]1)[C:3]#[C:4][C:5]1[CH:10]=[CH:9][CH:8]=[CH:7][CH:6]=1. The product is C=C(C#CC1=CC=CC=C1)C1CCN(CC1)C(=O)OC(C)(C)C (tert-Butyl 4-(1-methylene-3-phenylprop-2-ynyl)piperidine-1-carboxylate). Solvent: O (water).